This data is from the Open Reaction Database (ORD), a public repository of structured organic reaction records. The task is: describe an organic reaction: reactants, conditions, products, and yield The yield is 65.0%. Starting materials: BrC=1C=C(C=C(C1O)Br)CCC(=O)OC (Methyl 3-(3,5-dibromo-4-hydroxyphenyl)propionate), C(C)(=O)OC1=CC(=CC=C1)CBr (3-bromomethylphenyl acetate). RXN SMILES: [Br:1][C:2]1[CH:3]=[C:4]([CH2:10][CH2:11][C:12]([O:14]C)=[O:13])[CH:5]=[C:6]([Br:9])[C:7]=1[OH:8].C([O:19][C:20]1[CH:25]=[CH:24][CH:23]=[C:22]([CH2:26]Br)[CH:21]=1)(=O)C>>[Br:9][C:6]1[CH:5]=[C:4]([CH2:10][CH2:11][C:12]([OH:14])=[O:13])[CH:3]=[C:2]([Br:1])[C:7]=1[O:8][CH2:26][C:22]1[CH:23]=[CH:24][CH:25]=[C:20]([OH:19])[CH:21]=1. Procedure details: Methyl 3-(3,5-dibromo-4-hydroxyphenyl)propionate (0.15 g, 0.44 mmol) was coupled with 3-bromomethylphenyl acetate (0.20 g, 0.88 mmol) using the procedure described in Method D4. Purification on column (silica gel, dichloromethane/methanol, gradient elution from 95:5 to 90:10) gave 123 mg (78%) of 3-[3,5-dibromo-4-(3-hydroxybenzyloxy)phenyl]propionic acid. MS: m/z 430.1 (M+−1). Product: BrC=1C=C(C=C(C1OCC1=CC(=CC=C1)O)Br)CCC(=O)O (3-[3,5-dibromo-4-(3-hydroxybenzyloxy)phenyl]propionic acid). The reactants are CCN=C=NCCCN(C)C, Nc1ccc2sc3ccccc3c2c1, CN(C)C=O, O, O, On1nnc2ccccc21, O=C(O)Cn1cncn1. Yields the product O=C(Cn1cncn1)Nc1ccc2sc3ccccc3c2c1. RXN SMILES: [CH3:35][CH2:36][N:37]=[C:38]=[N:39][CH2:40][CH2:41][CH2:42][N:43]([CH3:44])[CH3:45].[NH2:1][c:2]1[cH:3][c:4]2[c:5]([s:6][c:7]3[c:8]2[cH:9][cH:10][cH:11][cH:12]3)[cH:13][cH:14]1.[O:47]=[CH:48][N:49]([CH3:50])[CH3:51].[OH2:24].[OH2:46].[OH:25][n:26]1[c:27]2[cH:28][cH:29][cH:30][cH:31][c:32]2[n:33][n:34]1.[n:15]1([CH2:20][C:21](=[O:22])[OH:23])[n:16][cH:17][n:18][cH:19]1>>[NH:1]([c:2]1[cH:3][c:4]2[c:5]([s:6][c:7]3[c:8]2[cH:9][cH:10][cH:11][cH:12]3)[cH:13][cH:14]1)[C:21]([CH2:20][n:15]1[n:16][cH:17][n:18][cH:19]1)=[O:22].